Dataset: the Open Reaction Database (ORD), a public repository of structured organic reaction records. Task: describe an organic reaction: reactants, conditions, products, and yield Reactants: [Al+3], C1CCOC1, COC(=O)c1ccc(C(F)(F)F)nc1C, CCOC(C)=O, [H-], [H-], [H-], [H-], [Li+], O. The product is Cc1nc(C(F)(F)F)ccc1CO. As a reaction SMILES: [Al+3:17].[CH2:29]1[O:30][CH2:31][CH2:32][CH2:33]1.[CH3:1][c:2]1[c:3]([C:4](=[O:5])[O:6][CH3:7])[cH:8][cH:9][c:10]([C:12]([F:13])([F:14])[F:15])[n:11]1.[CH3:22][CH2:23][O:24][C:25]([CH3:26])=[O:27].[H-:16].[H-:19].[H-:20].[H-:21].[Li+:18].[OH2:28]>>[CH3:1][c:2]1[c:3]([CH2:4][OH:5])[cH:8][cH:9][c:10]([C:12]([F:13])([F:14])[F:15])[n:11]1. Starting materials: O=C([O-])[O-], CS(C)=O, ClCc1ccc(Cl)nc1, O=[N+]([O-])N=C1NCCN1C=Cc1ccc(Cl)nc1, [K+], [K+], O. Product: O=[N+]([O-])N=C1N(C=Cc2ccc(Cl)nc2)CCN1Cc1ccc(Cl)nc1. Reaction SMILES: [C:28](=[O:29])([O-:30])[O-:31].[CH3:34][S:35]([CH3:36])=[O:37].[Cl:19][c:20]1[n:21][cH:22][c:23]([CH2:26][Cl:27])[cH:24][cH:25]1.[Cl:1][c:2]1[n:3][cH:4][c:5]([CH:8]=[CH:9][N:10]2[C:11](=[N:15][N+:16](=[O:17])[O-:18])[NH:12][CH2:13][CH2:14]2)[cH:6][cH:7]1.[K+:32].[K+:33].[OH2:38]>>[Cl:1][c:2]1[n:3][cH:4][c:5]([CH:8]=[CH:9][N:10]2[C:11](=[N:15][N+:16](=[O:17])[O-:18])[N:12]([CH2:26][c:23]3[cH:22][n:21][c:20]([Cl:19])[cH:25][cH:24]3)[CH2:13][CH2:14]2)[cH:6][cH:7]1. The reactants are O=C1NC(=O)c2c1cccc2C1=Cc2ccccc21, NN. The product is NC1=Cc2ccccc21. As a reaction SMILES: [C:1]1([c:9]2[cH:10][cH:11][cH:12][c:13]3[c:18]2[C:16](=[O:17])[NH:15][C:14]3=[O:19])=[CH:2][c:3]2[c:4]1[cH:5][cH:6][cH:7][cH:8]2.[NH2:20][NH2:21]>>[C:1]1([NH2:20])=[CH:2][c:3]2[c:4]1[cH:5][cH:6][cH:7][cH:8]2. The reactants are N(C)CC(=O)O (Sarcosine), C(CCCCC)(=O)Cl (hexanoyl chloride). The solvent is [OH-].[Na+] (NaOH), CCOCC (Et2O), [OH-].[Na+] (NaOH), CCOCC (Et2O), [OH-].[Na+] (NaOH). Run at time 1 hour. Product: C(CCCCC)(=O)N(CC(=O)O)C (N-Hexanoyl-N-methylglycine). Isolated yield 100.9%. RXN SMILES: [NH:1]([CH2:3][C:4]([OH:6])=[O:5])[CH3:2].[C:7](Cl)(=[O:13])[CH2:8][CH2:9][CH2:10][CH2:11][CH3:12]>[OH-].[Na+].CCOCC>[C:7]([N:1]([CH3:2])[CH2:3][C:4]([OH:6])=[O:5])(=[O:13])[CH2:8][CH2:9][CH2:10][CH2:11][CH3:12] |f:2.3|. Procedure: Sarcosine (1.78 g, 20 mmol) was dissolved in 1N NaOH solution (40 ml) and Et2O (40 ml) was added. After cooling in an ice bath a solution of hexanoyl chloride (3.1 ml, 22 mmol) in Et2O (10 ml) was added dropwise. The mixture was stirred cold for 1 hour. The pH was then adjusted to about 8 by adding 1N NaOH solution (about 3 ml) and the mixture was stirred at room temperature 45 minutes. NaOH solution was added to about pH 9-10. The layers were separated and the aqueous layer was washed with Et2O... Starting materials: CCN1CCC(C)(c2ccc([N+](=O)[O-])cc2)C1=O, CCO, [H][H]. RXN SMILES: [CH2:1]([CH3:2])[N:3]1[C:4](=[O:18])[C:5]([c:8]2[cH:9][cH:10][c:11]([N+:14]([O-:15])=[O:16])[cH:12][cH:13]2)([CH3:17])[CH2:6][CH2:7]1.[CH3:21][CH2:22][OH:23].[H:19][H:20]>>[CH2:1]([CH3:2])[N:3]1[C:4](=[O:18])[C:5]([c:8]2[cH:9][cH:10][c:11]([NH2:14])[cH:12][cH:13]2)([CH3:17])[CH2:6][CH2:7]1. Product: CCN1CCC(C)(c2ccc(N)cc2)C1=O. The reactants are COC(=O)C(N)Cc1ccc(F)c(Br)c1, Cl, O=C(O)c1ccc(I)cc1NS(=O)(=O)c1c(F)cccc1F. The product is COC(=O)C(Cc1ccc(F)c(Br)c1)NC(=O)c1ccc(I)cc1NS(=O)(=O)c1c(F)cccc1F. As a reaction SMILES: [CH3:24][O:25][C:26]([CH:27]([CH2:28][c:29]1[cH:30][c:31]([Br:36])[c:32]([F:35])[cH:33][cH:34]1)[NH2:37])=[O:38].[ClH:23].[F:1][c:2]1[c:3]([S:9](=[O:10])(=[O:11])[NH:12][c:13]2[c:14]([C:15](=[O:16])[OH:17])[cH:18][cH:19][c:20]([I:22])[cH:21]2)[c:4]([F:8])[cH:5][cH:6][cH:7]1>>[F:1][c:2]1[c:3]([S:9](=[O:10])(=[O:11])[NH:12][c:13]2[c:14]([C:15](=[O:16])[NH:37][CH:27]([C:26]([O:25][CH3:24])=[O:38])[CH2:28][c:29]3[cH:30][c:31]([Br:36])[c:32]([F:35])[cH:33][cH:34]3)[cH:18][cH:19][c:20]([I:22])[cH:21]2)[c:4]([F:8])[cH:5][cH:6][cH:7]1.